This data is from the Open Reaction Database (ORD), a public repository of structured organic reaction records. The task is: describe an organic reaction: reactants, conditions, products, and yield Starting materials: C1CCC2(C1)CC(=O)NC(=O)C2 (3,3-tetramethyleneglutarimide), CN(C=O)C (dimethylformamide), C([O-])([O-])=O.[Cs+].[Cs+] (cesium carbonate), Br.N1=C(C=CC=C1)CCCCBr (4-pyridinylbutyl bromide hydrobromide). Reaction conditions: time 48 hour. Product: N1=CC=C(C=C1)CCCCN1C(CC2(CCCC2)CC1=O)=O (8-[4-(4-pyridinyl)butyl]-8-azaspiro[4.5]decane-7,9-dione). Yield: 30.0%. As a reaction SMILES: [CH2:1]1[CH2:5][C:4]2([CH2:12][C:10](=[O:11])[NH:9][C:7](=[O:8])[CH2:6]2)[CH2:3][CH2:2]1.[C:13](=O)([O-])[O-].[Cs+].[Cs+].Br.N1C=CC=[CH:22][C:21]=1[CH2:26][CH2:27][CH2:28][CH2:29]Br.[CH3:31][N:32]([CH3:35])C=O>>[N:32]1[CH:35]=[CH:22][C:21]([CH2:26][CH2:27][CH2:28][CH2:29][N:9]2[C:7](=[O:8])[CH2:6][C:4]3([CH2:5][CH2:1][CH2:2][CH2:3]3)[CH2:12][C:10]2=[O:11])=[CH:13][CH:31]=1 |f:1.2.3,4.5|. Reported procedure: To a stirred solution of 1.8 g. (0.011 mol) of 3,3-tetramethyleneglutarimide in 50 ml. of dimethylformamide is added 3 g. (0.011 mol) of cesium carbonate and 3.2 g. (0.011 mol) of 4-pyridinylbutyl bromide hydrobromide. The reaction mixture is stirred at room temperature for 48 hours, dimethylformamide is evaporated under reduced pressure and the residue is extracted with methylene chloride (3×200 ml.). The methylene chloride extracts are collected, washed with water, dried over anhydrous Na2SO4 ... Reactants: CCO, Cl, O=C1CC2CCCC(C1)N2CC(F)(F)F, NO. Yields the product ON=C1CC2CCCC(C1)N2CC(F)(F)F. Reaction SMILES: [CH3:19][CH2:20][OH:21].[ClH:16].[F:1][C:2]([CH2:3][N:4]1[CH:5]2[CH2:6][C:7](=[O:13])[CH2:8][CH:9]1[CH2:10][CH2:11][CH2:12]2)([F:14])[F:15].[NH2:17][OH:18]>>[F:1][C:2]([CH2:3][N:4]1[CH:5]2[CH2:6][C:7](=[N:17][OH:18])[CH2:8][CH:9]1[CH2:10][CH2:11][CH2:12]2)([F:14])[F:15]. The reactants are CCCC(=O)Cl, ClCCl, CCNc1ccc(C(F)(F)F)cc1CN(Cc1cc(C(F)(F)F)cc(C(F)(F)F)c1)c1ncc(OCCCC(=O)OCC)cn1, c1ccncc1. The product is CCCC(=O)N(CC)c1ccc(C(F)(F)F)cc1CN(Cc1cc(C(F)(F)F)cc(C(F)(F)F)c1)c1ncc(OCCCC(=O)OCC)cn1. RXN SMILES: [C:52]([CH2:53][CH2:54][CH3:55])(=[O:56])[Cl:57].[CH2:58]([Cl:59])[Cl:60].[F:1][C:2]([c:3]1[cH:4][c:5]([CH2:6][N:7]([c:8]2[n:9][cH:10][c:11]([O:14][CH2:15][CH2:16][CH2:17][C:18](=[O:19])[O:20][CH2:21][CH3:22])[cH:12][n:13]2)[CH2:23][c:24]2[c:25]([NH:34][CH2:35][CH3:36])[cH:26][cH:27][c:28]([C:30]([F:31])([F:32])[F:33])[cH:29]2)[cH:37][c:38]([C:40]([F:41])([F:42])[F:43])[cH:39]1)([F:44])[F:45].[cH:46]1[cH:47][cH:48][n:49][cH:50][cH:51]1>>[F:1][C:2]([c:3]1[cH:4][c:5]([CH2:6][N:7]([c:8]2[n:9][cH:10][c:11]([O:14][CH2:15][CH2:16][CH2:17][C:18](=[O:19])[O:20][CH2:21][CH3:22])[cH:12][n:13]2)[CH2:23][c:24]2[c:25]([N:34]([CH2:35][CH3:36])[C:52]([CH2:53][CH2:54][CH3:55])=[O:56])[cH:26][cH:27][c:28]([C:30]([F:31])([F:32])[F:33])[cH:29]2)[cH:37][c:38]([C:40]([F:41])([F:42])[F:43])[cH:39]1)([F:44])[F:45]. Reactants: CO, [H][H], Nc1nc2c(cc1[N+](=O)[O-])CCCC2. Yields the product Nc1cc2c(nc1N)CCCC2. As a reaction SMILES: [CH3:17][OH:18].[H:15][H:16].[N+:1]([O-:2])(=[O:3])[c:4]1[c:5]([NH2:14])[n:6][c:7]2[c:12]([cH:13]1)[CH2:11][CH2:10][CH2:9][CH2:8]2>>[NH2:1][c:4]1[c:5]([NH2:14])[n:6][c:7]2[c:12]([cH:13]1)[CH2:11][CH2:10][CH2:9][CH2:8]2. The reactants are CON(C(=O)[C@H]1[C@@H](C1)C1=CC(=CC=C1)OC)C ((trans)-N-methoxy-N-methyl-2-(3-methoxyphenyl)cyclopropanecarboxamide), S(=O)(=O)(O)[O-].[K+] (Potassium hydrogen sulfate), COC=1C=C(C=CC1)[C@H]1[C@@H](C1)C=O ((trans)-2-(3-Methoxyphenyl)cyclopropanecarboxaldehyde), [H-].[H-].[H-].[H-].[Li+].[Al+3] (LiAlH4). The solvent is C1CCOC1 (THF), O (H2O), C1CCOC1 (THF). Reaction conditions: temperature 5 celsius, time 30 minute. Product: COC=1C=C(C=CC1)[C@H]1[C@@H](C1)CNC(CCC)=O ((trans)-N-[[2-(3-Methoxyphenyl)cyclopropyl]methyl] butanamide). Yield: 99.0%. As a reaction SMILES: [CH3:1][O:2][C:3]1[CH:4]=[C:5]([C@@H:9]2[CH2:11][C@H:10]2[CH:12]=O)[CH:6]=[CH:7][CH:8]=1.[H-].[H-].[H-].[H-].[Li+].[Al+3].CO[N:22](C)[C:23]([C@@H:25]1[CH2:27][C@H:26]1C1C=CC=C(OC)C=1)=[O:24].S([O-])(O)(=O)=O.[K+]>C1COCC1.O>[CH3:1][O:2][C:3]1[CH:4]=[C:5]([C@@H:9]2[CH2:11][C@H:10]2[CH2:12][NH:22][C:23](=[O:24])[CH2:25][CH2:26][CH3:27])[CH:6]=[CH:7][CH:8]=1 |f:1.2.3.4.5.6,8.9|. Reported procedure: (trans)-2-(3-Methoxyphenyl)cyclopropanecarboxaldehyde: To a rapidly stirred suspension of LiAlH4 (7.74 g, 204 mmol) in THF (800 mL) at -45° C. was added a solution of the (trans)-N-methoxy-N-methyl-2-(3-methoxyphenyl)cyclopropanecarboxamide (40 g, 171 mmol) in THF (100 mL) maintaining the temperature below -40° C. by dropwise addition. After addition the cooling bath was removed and the reaction was allowed to warm to 5° C., then immediately recooled to -45° C. Potassium hydrogen sulfate (40 g, ... Product: C(C)(C)(C)OC(=O)N1[C@@H](CCCC1)CCOC1=C(C(NC2=CC(=C(C=C12)N)Cl)=O)C1=CC(=CC(=C1)C)C ((S)-2-{2-[6-amino-7-chloro-3-(3,5-dimethylphenyl)-2-oxo-1,2-dihydro-quinolin-4-yloxy]-ethyl}-piperidine-1-carboxylic acid tert-butyl ester). Reagents/catalysts: O.O.O.O.O.O.[Fe](Cl)(Cl)Cl (iron(III)chloride hexahydrate). RXN SMILES: [C:1]([O:5][C:6]([N:8]1[CH2:13][CH2:12][CH2:11][CH2:10][C@H:9]1[CH2:14][CH2:15][O:16][C:17]1[C:26]2[C:21](=[CH:22][C:23]([Cl:30])=[C:24]([N+:27]([O-])=O)[CH:25]=2)[NH:20][C:19](=[O:31])[C:18]=1[C:32]1[CH:37]=[C:36]([CH3:38])[CH:35]=[C:34]([CH3:39])[CH:33]=1)=[O:7])([CH3:4])([CH3:3])[CH3:2].NN>O.O.O.O.O.O.[Fe](Cl)(Cl)Cl>[C:1]([O:5][C:6]([N:8]1[CH2:13][CH2:12][CH2:11][CH2:10][C@H:9]1[CH2:14][CH2:15][O:16][C:17]1[C:26]2[C:21](=[CH:22][C:23]([Cl:30])=[C:24]([NH2:27])[CH:25]=2)[NH:20][C:19](=[O:31])[C:18]=1[C:32]1[CH:33]=[C:34]([CH3:39])[CH:35]=[C:36]([CH3:38])[CH:37]=1)=[O:7])([CH3:3])([CH3:2])[CH3:4] |f:2.3.4.5.6.7.8|. Procedure: To a solution of (S)-2-{2-[7-chloro-3-(3,5-dimethylphenyl)-6-nitro-2-oxo-1,2-dihydroquinolin-4-yloxy]-ethyl}-piperidine-1-carboxylic acid tert-butyl ester (Example 5, Step 5A: 750 mg in 13 mL dry methanol) was added 18 mg iron(III)chloride hexahydrate followed by 100 mg activated carbon and the mixture heated to reflux on an oil bath. After 15 minutes, hydrazine (0.169 mL) was added dropwise and the reaction allowed to proceed at reflux for 12 hours. At this time, the mixture was cooled to room ... Reaction conditions: time 15 minute. The reactants are C(C)(C)(C)OC(=O)N1[C@@H](CCCC1)CCOC1=C(C(NC2=CC(=C(C=C12)[N+](=O)[O-])Cl)=O)C1=CC(=CC(=C1)C)C ((S)-2-{2-[7-chloro-3-(3,5-dimethylphenyl)-6-nitro-2-oxo-1,2-dihydroquinolin-4-yloxy]-ethyl}-piperidine-1-carboxylic acid tert-butyl ester), NN (hydrazine). Isolated yield 100.1%. Starting materials: CC(=O)O, Cl, ClCl, O=Cc1cc(I)ccc1O, O. Product: O=Cc1cc(I)cc(Cl)c1O. RXN SMILES: [CH3:15][C:16](=[O:17])[OH:18].[Cl:11].[Cl:12][Cl:13].[I:1][c:2]1[cH:3][cH:4][c:5]([OH:10])[c:6]([CH:7]=[O:8])[cH:9]1.[OH2:14]>>[I:1][c:2]1[cH:3][c:4]([Cl:12])[c:5]([OH:10])[c:6]([CH:7]=[O:8])[cH:9]1. The reactants are C1COCCN1, CCc1nc2c([nH]1)c(=S)[nH]c(=S)n2CC, CC(C)=O. The product is CCc1nc2c([nH]1)c(N1CCOCC1)nc(=S)n2CC. RXN SMILES: [CH2:16]1[CH2:17][O:18][CH2:19][CH2:20][NH:21]1.[CH2:1]([CH3:2])[n:3]1[c:4](=[S:15])[nH:5][c:6](=[S:14])[c:7]2[nH:8][c:9]([CH2:12][CH3:13])[n:10][c:11]12.[CH3:22][C:23](=[O:24])[CH3:25]>>[CH2:1]([CH3:2])[n:3]1[c:4](=[S:15])[n:5][c:6]([N:21]2[CH2:16][CH2:17][O:18][CH2:19][CH2:20]2)[c:7]2[nH:8][c:9]([CH2:12][CH3:13])[n:10][c:11]12. Reactants: OC=1C=C(C=C2C=C(NC12)C(=O)OC)OC=1C=NC(=CC1)S(=O)(=O)C (methyl 7-hydroxy-5-{[6-(methylsulfonyl)pyridin-3-yl]oxy}-1H-indole-2-carboxylate), C([O-])([O-])=O.[K+].[K+] (potassium carbonate), O1CCCC1 (tetrahydrofuran), ice, C(C)I (ethyl iodide). The solvent is CN(C=O)C (N,N-dimethylformamide). Reaction conditions: time 18 hour. Yields the product C(C)OC=1C=C(C=C2C=C(NC12)C(=O)OC)OC=1C=NC(=CC1)S(=O)(=O)C (Methyl 7-ethoxy-5-{[6-(methylsulfonyl)pyridin-3-yl]oxy}-1H-indole-2-carboxylate). Yield: 50.0%. Reaction SMILES: [OH:1][C:2]1[CH:3]=[C:4]([O:15][C:16]2[CH:17]=[N:18][C:19]([S:22]([CH3:25])(=[O:24])=[O:23])=[CH:20][CH:21]=2)[CH:5]=[C:6]2[C:10]=1[NH:9][C:8]([C:11]([O:13][CH3:14])=[O:12])=[CH:7]2.C(=O)([O-])[O-].[K+].[K+].O1CC[CH2:34][CH2:33]1.C(I)C>CN(C)C=O>[CH2:33]([O:1][C:2]1[CH:3]=[C:4]([O:15][C:16]2[CH:17]=[N:18][C:19]([S:22]([CH3:25])(=[O:24])=[O:23])=[CH:20][CH:21]=2)[CH:5]=[C:6]2[C:10]=1[NH:9][C:8]([C:11]([O:13][CH3:14])=[O:12])=[CH:7]2)[CH3:34] |f:1.2.3|. Procedure: To an ice-cooled and stirred solution of methyl 7-hydroxy-5-{[6-(methylsulfonyl)pyridin-3-yl]oxy}-1H-indole-2-carboxylate (1.2 g) and potassium carbonate (0.50 g) in N,N-dimethylformamide (10 mL)-tetrahydrofuran (30 mL) was added ethyl iodide (0.28 mL), and the mixture was stirred at room temperature for 18 h and then at 55° C. for 15 h. The reaction mixture was concentrated in vacuo. The residue was partitioned between ethyl acetate and aqueous citric acid solution. The organic layer was washed...